describe an organic reaction: reactants, conditions, products, and yield From a dataset of the Open Reaction Database (ORD), a public repository of structured organic reaction records. Starting materials: C(C)N(C=1C(=NC2=CC=C(C=C2N1)C(=O)OC)C1=CC=CC=C1)CC (methyl 3-(diethylamino)-2-phenylquinoxaline-6-carboxylate), [OH-].[Na+] (sodium hydroxide), Cl (hydrogen chloride). The solvent is O (water), CO (methanol). Reaction conditions: temperature 50 celsius, time 8 hour. The product is C(C)N(C=1C(=NC2=CC=C(C=C2N1)C(=O)O)C1=CC=CC=C1)CC (3-(Diethylamino)-2-phenylquinoxaline-6-carboxylic acid). Reaction SMILES: [CH2:1]([N:3]([CH2:24][CH3:25])[C:4]1[C:5]([C:18]2[CH:23]=[CH:22][CH:21]=[CH:20][CH:19]=2)=[N:6][C:7]2[C:12]([N:13]=1)=[CH:11][C:10]([C:14]([O:16]C)=[O:15])=[CH:9][CH:8]=2)[CH3:2].[OH-].[Na+].Cl>CO.O>[CH2:24]([N:3]([CH2:1][CH3:2])[C:4]1[C:5]([C:18]2[CH:23]=[CH:22][CH:21]=[CH:20][CH:19]=2)=[N:6][C:7]2[C:12]([N:13]=1)=[CH:11][C:10]([C:14]([OH:16])=[O:15])=[CH:9][CH:8]=2)[CH3:25] |f:1.2|. Reported procedure: Into a 50-mL round-bottom flask, was placed a solution of methyl 3-(diethylamino)-2-phenylquinoxaline-6-carboxylate (117 mg, 0.35 mmol, 1.00 equiv) in methanol (15 mL). This was followed by the addition of a solution of sodium hydroxide (69.9 mg, 1.75 mmol, 5.00 equiv) in water (2 mL) dropwise with stiffing. The resulting solution was stirred overnight at 50° C. in an oil bath. The pH value of the solution was adjusted to 3-4 with 1N hydrogen chloride. The resulting mixture was concentrated unde...